From a dataset of the Open Reaction Database (ORD), a public repository of structured organic reaction records. describe an organic reaction: reactants, conditions, products, and yield Reactants: CCO, Cl, CCOC(=O)c1c[nH]c2ccc(I)cc2c1=O, [Na+], [OH-], O. Product: O=C(O)c1c[nH]c2ccc(I)cc2c1=O. As a reaction SMILES: [CH3:3][CH2:4][OH:5].[ClH:23].[I:6][c:7]1[cH:8][c:9]2[c:10](=[O:22])[c:11]([C:17](=[O:18])[O:19][CH2:20][CH3:21])[cH:12][nH:13][c:14]2[cH:15][cH:16]1.[Na+:2].[OH-:1].[OH2:24]>>[I:6][c:7]1[cH:8][c:9]2[c:10](=[O:22])[c:11]([C:17](=[O:18])[OH:19])[cH:12][nH:13][c:14]2[cH:15][cH:16]1. Reactants: [Br-], C1CCOC1, CCCC[N+](CCCC)(CCCC)CCCC, CS(=O)(=O)Cl, CO, CCN(C(C)C)C(C)C, [Na+], [OH-], O, OCc1coc(C=Cc2ccc(C(F)(F)F)cc2)n1, Oc1ccc(CCCCn2ccnn2)cc1. Yields the product FC(F)(F)c1ccc(C=Cc2nc(COc3ccc(CCCCn4ccnn4)cc3)co2)cc1. RXN SMILES: [Br-:57].[CH2:52]1[O:53][CH2:54][CH2:55][CH2:56]1.[CH2:58]([N+:59]([CH2:60][CH2:61][CH2:62][CH3:63])([CH2:64][CH2:65][CH2:66][CH3:67])[CH2:68][CH2:69][CH2:70][CH3:71])[CH2:72][CH2:73][CH3:74].[CH3:29][S:30](=[O:31])(=[O:32])[Cl:33].[CH3:75][OH:76].[CH:20]([N:21]([CH:22]([CH3:23])[CH3:24])[CH2:25][CH3:26])([CH3:27])[CH3:28].[Na+:35].[OH-:34].[OH2:77].[OH:1][CH2:2][c:3]1[n:4][c:5]([CH:8]=[CH:9][c:10]2[cH:11][cH:12][c:13]([C:16]([F:17])([F:18])[F:19])[cH:14][cH:15]2)[o:6][cH:7]1.[n:36]1([CH2:41][CH2:42][CH2:43][CH2:44][c:45]2[cH:46][cH:47][c:48]([OH:51])[cH:49][cH:50]2)[n:37][n:38][cH:39][cH:40]1>>[O:1]([CH2:2][c:3]1[n:4][c:5]([CH:8]=[CH:9][c:10]2[cH:11][cH:12][c:13]([C:16]([F:17])([F:18])[F:19])[cH:14][cH:15]2)[o:6][cH:7]1)[c:48]1[cH:47][cH:46][c:45]([CH2:44][CH2:43][CH2:42][CH2:41][n:36]2[n:37][n:38][cH:39][cH:40]2)[cH:50][cH:49]1.